From a dataset of the Open Reaction Database (ORD), a public repository of structured organic reaction records. describe an organic reaction: reactants, conditions, products, and yield Reactants: C[Si](C)(C)CCOCn1ccc2nc(-c3cnc(S(C)(=O)=O)nc3NC3CCCN(S(C)(=O)=O)C3)cnc21, CC(C)=O, O=C1CCC(=O)N1I. The product is C[Si](C)(C)CCOCn1cc(I)c2nc(-c3cnc(S(C)(=O)=O)nc3NC3CCCN(S(C)(=O)=O)C3)cnc21. As a reaction SMILES: [CH3:1][S:2](=[O:3])(=[O:4])[N:5]1[CH2:6][CH:7]([NH:11][c:12]2[n:13][c:14]([S:35](=[O:36])(=[O:37])[CH3:38])[n:15][cH:16][c:17]2-[c:18]2[n:19][c:20]3[c:21]([n:22][cH:23]2)[n:24]([CH2:27][O:28][CH2:29][CH2:30][Si:31]([CH3:32])([CH3:33])[CH3:34])[cH:25][cH:26]3)[CH2:8][CH2:9][CH2:10]1.[CH3:47][C:48](=[O:49])[CH3:50].[I:39][N:40]1[C:41](=[O:42])[CH2:43][CH2:44][C:45]1=[O:46]>>[CH3:1][S:2](=[O:3])(=[O:4])[N:5]1[CH2:6][CH:7]([NH:11][c:12]2[n:13][c:14]([S:35](=[O:36])(=[O:37])[CH3:38])[n:15][cH:16][c:17]2-[c:18]2[n:19][c:20]3[c:21]([n:22][cH:23]2)[n:24]([CH2:27][O:28][CH2:29][CH2:30][Si:31]([CH3:32])([CH3:33])[CH3:34])[cH:25][c:26]3[I:39])[CH2:8][CH2:9][CH2:10]1. The reactants are FC=1C=C2C(=NC(=NC2=CC1)C1=C(C=CC=C1)O)N1C[C@@H](CC1)CNC(OCC1=CC=CC=C1)=O (benzyl ((S)-1-(6-fluoro-2-(2-hydroxyphenyl)quinazolin-4-yl)pyrrolidin-3-yl)methylcarbamate). The reagents and catalysts are [Pd] (Pd/C). Solvent: CO (MeOH). Conditions: time 8 hour. The product is NC[C@H]1CN(CC1)C1=NC(=NC2=CC=C(C=C12)F)C1=C(C=CC=C1)O (2-(4-((S)-3-(aminomethyl)pyrrolidin-1-yl)-6-fluoroquinazolin-2-yl)phenol). The yield is 83.1%. Reaction SMILES: [F:1][C:2]1[CH:3]=[C:4]2[C:9](=[CH:10][CH:11]=1)[N:8]=[C:7]([C:12]1[CH:17]=[CH:16][CH:15]=[CH:14][C:13]=1[OH:18])[N:6]=[C:5]2[N:19]1[CH2:23][CH2:22][C@@H:21]([CH2:24][NH:25]C(=O)OCC2C=CC=CC=2)[CH2:20]1>[Pd].CO>[NH2:25][CH2:24][C@@H:21]1[CH2:22][CH2:23][N:19]([C:5]2[C:4]3[C:9](=[CH:10][CH:11]=[C:2]([F:1])[CH:3]=3)[N:8]=[C:7]([C:12]3[CH:17]=[CH:16][CH:15]=[CH:14][C:13]=3[OH:18])[N:6]=2)[CH2:20]1. Reported procedure: Under an N2 atmosphere, a mixture of benzyl ((S)-1-(6-fluoro-2-(2-hydroxyphenyl)quinazolin-4-yl)pyrrolidin-3-yl)methylcarbamate (0.770 g, 1.6 mmol) and MeOH (5 mL) was added to Pd/C (77 mg, 10% weight Pd on carbon) weighed into a 100 mL flask. After the atmosphere in the flask was evacuated and purged with N2 three times, the reaction mixture was vigorously stirred under an H2 atmosphere at ambient pressure overnight and then filtered through a pad of Celite, concentrated, and dried to obtain 2-... Reactants: C(C=1C(S)=CC=CC1)(=O)O (thiosalicylic acid), C1(O)=CC(O)=CC(O)=C1 (phloroglucinol), O=P12OP3(=O)OP(=O)(O1)OP(=O)(O2)O3 (phosphorous pentoxide). Reagents/catalysts: CS(=O)(=O)O (methane sulfonic acid). Solvent: ice water. Reaction conditions: temperature 90 celsius, time 1 hour. Product: OC1=CC(=CC=2SC3=CC=CC=C3C(C12)=O)O (1,3-dihydroxy-9H-thioxanthen-9-one). The yield is 69.0%. As a reaction SMILES: O=P12OP3(OP(OP(O3)(O1)=O)(=O)O2)=O.[C:15](O)(=[O:23])[C:16]1[C:17](=[CH:19][CH:20]=[CH:21][CH:22]=1)[SH:18].[C:25]1([CH:33]=[C:31]([OH:32])[CH:30]=[C:28]([OH:29])[CH:27]=1)O>CS(O)(=O)=O>[OH:32][C:31]1[C:33]2[C:15](=[O:23])[C:16]3[C:17](=[CH:19][CH:20]=[CH:21][CH:22]=3)[S:18][C:25]=2[CH:27]=[C:28]([OH:29])[CH:30]=1. Reported procedure: A mixture of phosphorous pentoxide (3.71 g, 26.15 mmol) and methane sulfonic acid (27.05 mL, 0.42 mmol) was stirred at 90° C. for about one hour until a clear solution was obtained. To the reaction solution were added thiosalicylic acid (1.04 g, 6.76 mmol) and phloroglucinol (1.02 g, 8.11 mmol), followed by stirring at 70° C. for 10 minutes. After the reaction was completed, the reaction mixture was poured in 1 L of ice water. The resulting precipitate was allowed to stand at 4° C. overnight, co... Reactants: N12CCCCCC2=NCCC1 (1,8-diazabicyclo[5.4.0]undec-7-ene), C1(CCCC1)C=1C[C@H]2CC([C@H]2C1)=CC(=O)OC(C)(C)C (Tert-butyl(±)-[(1S,5R)-3-cyclopentylbicyclo[3.2.0]hept-3-en-6-ylidene]acetate), [N+](=O)([O-])C (nitromethane), P(=O)(O)(O)[O-].[K+] (potassium dihydrogen phosphate). Conditions: temperature 60 celsius, time 5 hour. The product is [N+](=O)([O-])C[C@@]1([C@H]2C=C(C[C@H]2C1)C1CCCC1)CC(=O)OC(C)(C)C (Tert-butyl(±)-[(1S,5R,6R)-6-(nitromethyl)-3-cyclopentylbicyclo[3.2.0]hept-3-en-6-yl]acetate). RXN SMILES: [CH:1]1([C:6]2[CH2:7][C@@H:8]3[C@H:11]([CH:12]=2)[C:10](=[CH:13][C:14]([O:16][C:17]([CH3:20])([CH3:19])[CH3:18])=[O:15])[CH2:9]3)[CH2:5][CH2:4][CH2:3][CH2:2]1.N12CCCN=C1CCCCC2.P([O-])(O)(O)=O.[K+].[N+:38]([CH3:41])([O-:40])=[O:39]>>[N+:38]([CH2:41][C@@:10]1([CH2:13][C:14]([O:16][C:17]([CH3:20])([CH3:19])[CH3:18])=[O:15])[CH2:9][C@H:8]2[C@@H:11]1[CH:12]=[C:6]([CH:1]1[CH2:5][CH2:4][CH2:3][CH2:2]1)[CH2:7]2)([O-:40])=[O:39] |f:2.3|. Procedure: Tert-butyl(±)-[(1S,5R)-3-cyclopentylbicyclo[3.2.0]hept-3-en-6-ylidene]acetate (3.30 g, 12.0 mmol) was dissolved in nitromethane (30 mL). To the solution, 1,8-diazabicyclo[5.4.0]undec-7-ene (2.20 g, 14.5 mmol) was added, and the mixture was stirred at 60° C. for 5 hours. The mixture was allowed to cool, and a saturated aqueous solution of potassium dihydrogen phosphate was then added thereto, followed by extraction with dichloromethane. The organic layer was dried over anhydrous magnesium sulfate... The reactants are B, Cc1sc(C(=O)O)cc1CC#N, C1CCOC1, CSC. Product: Cc1sc(CO)cc1CC#N. As a reaction SMILES: [BH3:16].[C:1](#[N:2])[CH2:3][c:4]1[cH:5][c:6]([C:10](=[O:11])[OH:12])[s:7][c:8]1[CH3:9].[CH2:17]1[O:18][CH2:19][CH2:20][CH2:21]1.[CH3:13][S:14][CH3:15]>>[C:1](#[N:2])[CH2:3][c:4]1[cH:5][c:6]([CH2:10][OH:11])[s:7][c:8]1[CH3:9]. Reactants: CC1S[C@H]2N(C(=C1)C(=O)O)C(C2NC(C(NC(=O)OC(C)(C)C)C=2SC=CC2)=O)=O (2-methyl-7-[N-(tert.-butoxycarbonyl)-2-(2-thienyl)glycyl]amino-3-cephem-4-carboxylic acid). The solvent is C(=O)O (formic acid). Conditions: time 30 minute. Yields the product CC1S[C@H]2N(C(=C1)C(=O)O)C(C2NC(C(N)C=2SC=CC2)=O)=O (2-methyl-7-[2-(2-thienyl)glycyl]amino-3-cephem-4-carboxylic acid). Isolated yield 82.3%. As a reaction SMILES: [CH3:1][CH:2]1[CH:7]=[C:6]([C:8]([OH:10])=[O:9])[N:5]2[C:11](=[O:30])[CH:12]([NH:13][C:14](=[O:29])[CH:15]([C:24]3[S:25][CH:26]=[CH:27][CH:28]=3)[NH:16]C(OC(C)(C)C)=O)[C@H:4]2[S:3]1>C(O)=O>[CH3:1][CH:2]1[CH:7]=[C:6]([C:8]([OH:10])=[O:9])[N:5]2[C:11](=[O:30])[CH:12]([NH:13][C:14](=[O:29])[CH:15]([C:24]3[S:25][CH:26]=[CH:27][CH:28]=3)[NH2:16])[C@H:4]2[S:3]1. Procedure: A solution of 2-methyl-7-[N-(tert.-butoxycarbonyl)-2-(2-thienyl)glycyl]amino-3-cephem-4-carboxylic acid (2.34 g) in formic acid (10 ml) was stirred for 4 hours at room temperature. After the reaction was completed, the solvent was distilled off under reduced pressure from the reaction mixture, and the residue was pulverized by treating with ethyl acetate. The powder (1.79 g) was dissolved in water (40 ml) and the solution was stirred for 30 minutes, and then filtered. The filtrate was lyophilize... Reactants: C(C)(C)(C)ON=C1C=C(OC2=CC=C(C=C12)Br)C=1N=CC2=CC=CC=C2C1 (6-bromo-2-isoquinolin-3-yl-chromen-4-one O-tert-butyl oxime), solution. Reagents/catalysts: [Ti](Cl)(Cl)(Cl)Cl (titanium tetrachloride). The solvent is ClCCl (dichloromethane). Yields the product BrC=1C=C2C(C=C(OC2=CC1)C=1N=CC2=CC=CC=C2C1)=NO (6-bromo-2-isoquinolin-3-yl-chromen-4-one oxime). The yield is 84.0%. RXN SMILES: C([O:5][N:6]=[C:7]1[C:16]2[C:11](=[CH:12][CH:13]=[C:14]([Br:17])[CH:15]=2)[O:10][C:9]([C:18]2[N:19]=[CH:20][C:21]3[C:26]([CH:27]=2)=[CH:25][CH:24]=[CH:23][CH:22]=3)=[CH:8]1)(C)(C)C>ClCCl.[Ti](Cl)(Cl)(Cl)Cl>[Br:17][C:14]1[CH:15]=[C:16]2[C:11](=[CH:12][CH:13]=1)[O:10][C:9]([C:18]1[N:19]=[CH:20][C:21]3[C:26]([CH:27]=1)=[CH:25][CH:24]=[CH:23][CH:22]=3)=[CH:8][C:7]2=[N:6][OH:5]. Reported procedure: 6-bromo-2-isoquinolin-3-yl-chromen-4-one oxime was prepared using the method D, (step 2) illustrated in example 1C. 6-bromo-2-isoquinolin-3-yl-chromen-4-one O-tert-butyl oxime (50 mg, 0.12 mmol) was treated with a 1M solution of titanium tetrachloride (0.35 ml, 0.35 mmol) in dichloromethane (3 ml) to yield 6-bromo-2-isoquinolin-3-yl-chromen-4-one oxime (37 mg, 85%) as a yellow solid after recrystallization in hot chloroform. The compound was isolated as a 98/2 mixture of Z/E oxime isomers.